describe an organic reaction: reactants, conditions, products, and yield From a dataset of the Open Reaction Database (ORD), a public repository of structured organic reaction records. Starting materials: C=C1COC2=C(C(C1)S(=O)(=O)C1=CC=CC=C1)C=C(C=C2)C(C)=O (1-[3-methylene-5-(phenylsulfonyl)-2,3,4,5-tetrahydro-1-benzoxepin-7-yl]ethanone), P(=O)(O)([O-])[O-].[Na+].[Na+] (sodium hydrogenphosphate), CO.O1CCCC1 (methanol tetrahydrofuran). Reagents/catalysts: [Na].[Hg] (sodium amalgam). Solvent: 1/1, O (water). Run at time 4 hour. The product is C=C1COC2=C(CC1)C=C(C=C2)C(C)O (1-(3-methylene-2,3,4,5-tetrahydro-1-benzoxepin-7-yl)ethanol). Yield: 80.7%. RXN SMILES: [CH2:1]=[C:2]1[CH2:8][CH:7](S(C2C=CC=CC=2)(=O)=O)[C:6]2[CH:18]=[C:19]([C:22](=[O:24])[CH3:23])[CH:20]=[CH:21][C:5]=2[O:4][CH2:3]1.P([O-])([O-])(O)=O.[Na+].[Na+].CO.O1CCCC1>[Na].[Hg].O>[CH2:1]=[C:2]1[CH2:8][CH2:7][C:6]2[CH:18]=[C:19]([CH:22]([OH:24])[CH3:23])[CH:20]=[CH:21][C:5]=2[O:4][CH2:3]1 |f:1.2.3,4.5,6.7,^1:38|. Procedure details: 3.14 mg (6.82 mmol) of 5% sodium amalgam are added portionwise at 0° C. to 389 mg (1.14 mmol) of 1-[3-methylene-5-(phenylsulfonyl)-2,3,4,5-tetrahydro-1-benzoxepin-7-yl]ethanone, prepared according to example 13, and 648 mg (4.55 mmol) of sodium hydrogenphosphate in suspension in 50 ml of a 1/1 methanol/tetrahydrofuran binary mixture. The reaction medium is subsequently stirred at ambient temperature for 4 hours. After addition of water and of dichloromethane and filtering off the mercury, the ph... The product is Cl.CS(=O)C1=CC2=C(CCNCC2)C=C1 (7-methylsulfinyl-2,3,4,5-tetrahydro-1H-3-benzazepine hydrochloride). As a reaction SMILES: C(N1CCC2C=CC(S([Cl:18])(=O)=O)=CC=2CC1)(=O)C.C(N1CCC2C=CC(SC)=CC=2CC1)(=O)C.C([N:38]1[CH2:44][CH2:43][C:42]2[CH:45]=[CH:46][C:47]([S:49]([CH3:51])=[O:50])=[CH:48][C:41]=2[CH2:40][CH2:39]1)(=O)C.Cl>>[ClH:18].[CH3:51][S:49]([C:47]1[CH:46]=[CH:45][C:42]2[CH2:43][CH2:44][NH:38][CH2:39][CH2:40][C:41]=2[CH:48]=1)=[O:50] |f:4.5|. The reactants are C(C)(=O)N1CCC2=C(CC1)C=CC(=C2)S(=O)(=O)Cl (3-acetyl-7-chlorosulfonyl-2,3,4,5-tetrahydro-1H-3-benzazepine), Cl (hydrochloric acid), C(C)(=O)N1CCC2=C(CC1)C=CC(=C2)SC (3-acetyl-7-methylthio-2,3,4,5-tetrahydro-1H-3-benzazepine), C(C)(=O)N1CCC2=C(CC1)C=CC(=C2)S(=O)C (3-acetyl-7-methylsulfinyl-2,3,4,5-tetrahydro-1H-3-benzazepine). Procedure details: Following the procedure of Examples 4 and 5, 3-acetyl-7-chlorosulfonyl-2,3,4,5-tetrahydro-1H-3-benzazepine is converted to 3-acetyl-7-methylthio-2,3,4,5-tetrahydro-1H-3-benzazepine and then to 3-acetyl-7-methylsulfinyl-2,3,4,5-tetrahydro-1H-3-benzazepine which is hydrolyzed with dilute hydrochloric acid to give 7-methylsulfinyl-2,3,4,5-tetrahydro-1H-3-benzazepine hydrochloride. As a reaction SMILES: [CH3:1][c:2]1[c:3]([CH2:13][O:14][c:15]2[n:16][n:17]([CH2:27][c:28]3[cH:29][cH:30][c:31]([O:34][c:35]4[cH:36][cH:37][cH:38][cH:39][cH:40]4)[cH:32][cH:33]3)[cH:18][c:19]2[CH2:20][CH2:21][C:22](=[O:23])[O:24][CH2:25][CH3:26])[n:4][c:5](-[c:7]2[cH:8][cH:9][cH:10][cH:11][cH:12]2)[o:6]1.[CH3:49][CH2:50][OH:51].[ClH:48].[Na+:42].[O:43]1[CH2:44][CH2:45][CH2:46][CH2:47]1.[OH-:41]>>[CH3:1][c:2]1[c:3]([CH2:13][O:14][c:15]2[n:16][n:17]([CH2:27][c:28]3[cH:29][cH:30][c:31]([O:34][c:35]4[cH:36][cH:37][cH:38][cH:39][cH:40]4)[cH:32][cH:33]3)[cH:18][c:19]2[CH2:20][CH2:21][C:22](=[O:23])[OH:24])[n:4][c:5](-[c:7]2[cH:8][cH:9][cH:10][cH:11][cH:12]2)[o:6]1. Starting materials: CCOC(=O)CCc1cn(Cc2ccc(Oc3ccccc3)cc2)nc1OCc1nc(-c2ccccc2)oc1C, CCO, Cl, [Na+], C1CCOC1, [OH-]. Yields the product Cc1oc(-c2ccccc2)nc1COc1nn(Cc2ccc(Oc3ccccc3)cc2)cc1CCC(=O)O. Starting materials: B, CC(C)(C)[Si](Oc1cccc2c1CCCC(CO)=C2)(c1ccccc1)c1ccccc1, CC(C)(C)[Si](Oc1cccc2c1CCC=C(CO)C2)(c1ccccc1)c1ccccc1, C1CCOC1, [Na+], C1CCOC1, [OH-], OO. Product: CC(C)(C)[Si](Oc1cccc2c1CCCC(CO)C2O)(c1ccccc1)c1ccccc1. As a reaction SMILES: [BH3:68].[C:1]([CH3:2])([CH3:3])([CH3:4])[Si:5]([O:6][c:7]1[cH:8][cH:9][cH:10][c:11]2[c:12]1[CH2:13][CH2:14][CH2:15][C:16]([CH2:18][OH:19])=[CH:17]2)([c:20]1[cH:21][cH:22][cH:23][cH:24][cH:25]1)[c:26]1[cH:27][cH:28][cH:29][cH:30][cH:31]1.[C:32]([Si:33]([c:34]1[cH:35][cH:36][cH:38][cH:39][cH:40]1)([O:37][c:47]1[c:48]2[c:56]([cH:57][cH:58][cH:59]1)[CH2:55][C:52]([CH2:53][OH:54])=[CH:51][CH2:50][CH2:49]2)[c:41]1[cH:42][cH:43][cH:44][cH:45][cH:46]1)([CH3:60])([CH3:61])[CH3:62].[CH2:73]1[O:74][CH2:75][CH2:76][CH2:77]1.[Na+:70].[O:63]1[CH2:64][CH2:65][CH2:66][CH2:67]1.[OH-:69].[OH:71][OH:72]>>[C:1]([CH3:2])([CH3:3])([CH3:4])[Si:5]([O:6][c:7]1[cH:8][cH:9][cH:10][c:11]2[c:12]1[CH2:13][CH2:14][CH2:15][CH:16]([CH2:18][OH:19])[CH:17]2[OH:37])([c:20]1[cH:21][cH:22][cH:23][cH:24][cH:25]1)[c:26]1[cH:27][cH:28][cH:29][cH:30][cH:31]1. The reactants are C1(=CC=CC=C1)CCCCO (4-phenylbutanol), C1=CC=[NH+]C=C1.C1=CC=[NH+]C=C1.[O-][Cr](=O)(=O)O[Cr](=O)(=O)[O-] (PDC). Run in ClCCl (dichloromethane). Run at time 2 hour. The product is ethyl acetate hexanes, C1(=CC=CC=C1)CCCC=O (4-phenylbutanal). The yield is 24.0%. Reaction SMILES: [C:1]1([CH2:7][CH2:8][CH2:9][CH2:10][OH:11])[CH:6]=[CH:5][CH:4]=[CH:3][CH:2]=1.C1C=C[NH+]=CC=1.C1C=C[NH+]=CC=1.[O-][Cr](O[Cr]([O-])(=O)=O)(=O)=O>ClCCl>[C:1]1([CH2:7][CH2:8][CH2:9][CH:10]=[O:11])[CH:6]=[CH:5][CH:4]=[CH:3][CH:2]=1 |f:1.2.3|. Procedure: To a solution of 4-phenylbutanol (1 g) in dichloromethane (35 mL) at 0° C. was added PDC (7.5 g). The resulting suspension was stirred for 2 h at room temperature. The reaction solution was then filtered through a pad of silica gel. Concentration of the filtrate and flash chromatography of the residue (20% ethyl acetate/hexanes) provided 4-phenylbutanal (237 mg) as a colorless oil. Reactants: N[C@@H](CC(C)C)C(=O)[C@H]1[C@@](O[C@@H]([C@H]([C@@H]1O)O)CO)(N(C(CCCCCCCCCCCCCCCCC)=O)CCCCCCCCCCCCCC)N (N-(2-L-leucyl-amino-2-deoxy-β-D-glucopyranosyl)-N-tetradecyl-octadecanamide), C(=O)(OCC1=CC=CC=C1)N[C@@H](C)C(=O)O (N-carbobenzoxy-L-alanine). Yields the product C(=O)(OCC1=CC=CC=C1)N[C@@H](C)C(=O)N[C@@H](CC(C)C)C(=O)[C@H]1[C@@](O[C@@H]([C@H]([C@@H]1O)O)CO)(N(C(CCCCCCCCCCCCCCCCC)=O)CCCCCCCCCCCCCC)N (N-[2-(N-Carbobenzoxy-L-alanyl-L-leucyl)-amino-2-deoxy-β-D-glucopyranosyl]-N-tetradecyl-octadecanamide). RXN SMILES: [NH2:1][C@H:2]([C:7]([C@@H:9]1[C@@H:14]([OH:15])[C@H:13]([OH:16])[C@@H:12]([CH2:17][OH:18])[O:11][C@@:10]1([NH2:53])[N:19]([CH2:39][CH2:40][CH2:41][CH2:42][CH2:43][CH2:44][CH2:45][CH2:46][CH2:47][CH2:48][CH2:49][CH2:50][CH2:51][CH3:52])[C:20](=[O:38])[CH2:21][CH2:22][CH2:23][CH2:24][CH2:25][CH2:26][CH2:27][CH2:28][CH2:29][CH2:30][CH2:31][CH2:32][CH2:33][CH2:34][CH2:35][CH2:36][CH3:37])=[O:8])[CH2:3][CH:4]([CH3:6])[CH3:5].[C:54]([NH:64][C@H:65]([C:67](O)=[O:68])[CH3:66])([O:56][CH2:57][C:58]1[CH:63]=[CH:62][CH:61]=[CH:60][CH:59]=1)=[O:55]>>[C:54]([NH:64][C@H:65]([C:67]([NH:1][C@H:2]([C:7]([C@@H:9]1[C@@H:14]([OH:15])[C@H:13]([OH:16])[C@@H:12]([CH2:17][OH:18])[O:11][C@@:10]1([NH2:53])[N:19]([CH2:39][CH2:40][CH2:41][CH2:42][CH2:43][CH2:44][CH2:45][CH2:46][CH2:47][CH2:48][CH2:49][CH2:50][CH2:51][CH3:52])[C:20](=[O:38])[CH2:21][CH2:22][CH2:23][CH2:24][CH2:25][CH2:26][CH2:27][CH2:28][CH2:29][CH2:30][CH2:31][CH2:32][CH2:33][CH2:34][CH2:35][CH2:36][CH3:37])=[O:8])[CH2:3][CH:4]([CH3:5])[CH3:6])=[O:68])[CH3:66])([O:56][CH2:57][C:58]1[CH:63]=[CH:62][CH:61]=[CH:60][CH:59]=1)=[O:55]. Reported procedure: from N-(2-L-leucyl-amino-2-deoxy-β-D-glucopyranosyl)-N-tetradecyl-octadecanamide and N-carbobenzoxy-L-alanine. Starting materials: C(C)C(CC)C=1C=2N(N=C(C1)C)C(=C(N2)C)C2=C(N=CO2)C (8-(1-Ethyl-propyl)-2,6-dimethyl-3-(4-methyl-oxazol-5-yl)-imidazo[1,2-b]pyridazine), C1CC(=O)N(C1=O)Br (NBS). Run in C(Cl)Cl (CH2Cl2). Reaction conditions: time 8 hour. The product is C(C)C(CC)C=1C=2N(N=C(C1)C)C(=C(N2)C)C2=C(N=C(O2)N(C)C)C (N-{5-[8-(1-Ethyl-propyl)-2,6-dimethyl-imidazo[1,2-b]pyridazin-3-yl]-4-methyl-oxazol-2-yl}-dimethylamine). Yield: 13.7%. RXN SMILES: [CH2:1]([CH:3]([C:6]1[C:7]2[N:8]([C:13]([C:17]3[O:21][CH:20]=[N:19][C:18]=3[CH3:22])=[C:14]([CH3:16])[N:15]=2)[N:9]=[C:10]([CH3:12])[CH:11]=1)[CH2:4][CH3:5])[CH3:2].C1[C:28](=O)[N:27](Br)[C:25](=O)C1>C(Cl)Cl>[CH2:1]([CH:3]([C:6]1[C:7]2[N:8]([C:13]([C:17]3[O:21][C:20]([N:27]([CH3:28])[CH3:25])=[N:19][C:18]=3[CH3:22])=[C:14]([CH3:16])[N:15]=2)[N:9]=[C:10]([CH3:12])[CH:11]=1)[CH2:4][CH3:5])[CH3:2]. Reported procedure: 230 mg of 8-(1-Ethyl-propyl)-2,6-dimethyl-3-(4-methyl-oxazol-5-yl)-imidazo[1,2-b]pyridazine (0.77 mmol) is dissolved in 20 ml of CH2Cl2 and 178 mg of NBS (1.0 mmol) is added. The reaction mixture is stirred at room temperature overnight. The reaction mixture is washed with sat. Na2S2O3, sat. NaCl, dried over Na2SO4 and evaporated. The crude product is applied onto a silica-gel chromatography column (Hexane:AcOEt=3:1) to give 36 mg of the title compound. Yield 12%. mass spectrum (m/e): 378 (M+1).... Starting materials: C(C)OP(=O)(OCC)CC(=O)OCC (ethyl diethylphosphonoacetate), [H-].[Na+] (sodium hydride), C(CCC)OC1=C(N(C(C2=CC=C(C=C12)C=O)=O)CC(C)C)CNC(OC(C)(C)C)=O (tert-butyl (4-butoxy-6-formyl-2-isobutyl-1-oxo-1,2-dihydro-3-isoquinolinyl)methylcarbamate), O (water). Run in CN(C=O)C (N,N-dimethylformamide), CN(C=O)C (N,N-dimethylformamide). Conditions: time 10 minute. The product is C(CCC)OC1=C(N(C(C2=CC=C(C=C12)/C=C/C(=O)OCC)=O)CC(C)C)CNC(=O)OC(C)(C)C (ethyl (E)-3-(4-butoxy-3-[[(tert-butoxycarbonyl)amino]methyl]-2-isobutyl-1-oxo-1,2-dihydro-6-isoquinolinyl)-2-propenate). Isolated yield 88.7%. RXN SMILES: C(OP([CH2:9][C:10]([O:12][CH2:13][CH3:14])=[O:11])(OCC)=O)C.[H-].[Na+].[CH2:17]([O:21][C:22]1[C:31]2[C:26](=[CH:27][CH:28]=[C:29]([CH:32]=O)[CH:30]=2)[C:25](=[O:34])[N:24]([CH2:35][CH:36]([CH3:38])[CH3:37])[C:23]=1[CH2:39][NH:40][C:41](=[O:47])[O:42][C:43]([CH3:46])([CH3:45])[CH3:44])[CH2:18][CH2:19][CH3:20].O>CN(C)C=O>[CH2:17]([O:21][C:22]1[C:31]2[C:26](=[CH:27][CH:28]=[C:29](/[CH:32]=[CH:9]/[C:10]([O:12][CH2:13][CH3:14])=[O:11])[CH:30]=2)[C:25](=[O:34])[N:24]([CH2:35][CH:36]([CH3:38])[CH3:37])[C:23]=1[CH2:39][NH:40][C:41]([O:42][C:43]([CH3:46])([CH3:45])[CH3:44])=[O:47])[CH2:18][CH2:19][CH3:20] |f:1.2|. Procedure: To a solution of ethyl diethylphosphonoacetate (1.4 mL, 7 mmol) in N,N-dimethylformamide (30 mL) was added sodium hydride (0.28 g, 7 mmol) (60% in oil) and the mixture was stirred at room temperature for 10 min. To the obtained mixture was added a solution of tert-butyl (4-butoxy-6-formyl-2-isobutyl-1-oxo-1,2-dihydro-3-isoquinolinyl)methylcarbamate (3.01 g, 7 mmol) in N,N-dimethylformamide (10 mL) and the mixture was stirred at room temperature for 1 h. The reaction mixture was poured into water... Reaction SMILES: [CH2:1]=[O:2].[c:3]1([C:8](=[O:9])[NH:10][C:11]([NH:12][CH:13]2[CH2:14][CH2:15][NH:16][CH2:17][CH2:18]2)=[O:19])[cH:4][cH:5][cH:6][s:7]1.[nH:20]1[cH:21][cH:22][c:23]2[cH:24][cH:25][cH:26][cH:27][c:28]12>>[CH2:1]([N:16]1[CH2:15][CH2:14][CH:13]([NH:12][C:11]([NH:10][C:8]([c:3]2[cH:4][cH:5][cH:6][s:7]2)=[O:9])=[O:19])[CH2:18][CH2:17]1)[c:22]1[cH:21][nH:20][c:28]2[c:23]1[cH:24][cH:25][cH:26][cH:27]2. The product is O=C(NC(=O)c1cccs1)NC1CCN(Cc2c[nH]c3ccccc23)CC1. Reactants: C=O, O=C(NC(=O)c1cccs1)NC1CCNCC1, c1ccc2[nH]ccc2c1.